From a dataset of the Open Reaction Database (ORD), a public repository of structured organic reaction records. describe an organic reaction: reactants, conditions, products, and yield Reactants: C(C)OC(CCC1=CC(=CC=C1)N1N=C(C=C1NC(=O)C1=NC=CC=C1)C(C)(C)C)=O (3-(3-{3-t-butyl-5-[(pyridine-2-carbonyl)-amino]-pyrazol-1-yl}-phenyl)-propionic acid ethyl ester), [Li+].[OH-] (LiOH). Run in CO (MeOH). The product is C(C)(C)(C)C1=NN(C(=C1)NC(=O)C1=NC=CC=C1)C=1C=C(C=CC1)CCC(=O)O (3-(3-{3-t-butyl-5-[(pyridine-2-carbonyl)-amino]-pyrazol-1-yl}-phenyl)-propionic acid). Yield: 76.4%. As a reaction SMILES: C([O:3][C:4](=[O:31])[CH2:5][CH2:6][C:7]1[CH:12]=[CH:11][CH:10]=[C:9]([N:13]2[C:17]([NH:18][C:19]([C:21]3[CH:26]=[CH:25][CH:24]=[CH:23][N:22]=3)=[O:20])=[CH:16][C:15]([C:27]([CH3:30])([CH3:29])[CH3:28])=[N:14]2)[CH:8]=1)C.[Li+].[OH-]>CO>[C:27]([C:15]1[CH:16]=[C:17]([NH:18][C:19]([C:21]2[CH:26]=[CH:25][CH:24]=[CH:23][N:22]=2)=[O:20])[N:13]([C:9]2[CH:8]=[C:7]([CH2:6][CH2:5][C:4]([OH:31])=[O:3])[CH:12]=[CH:11][CH:10]=2)[N:14]=1)([CH3:30])([CH3:28])[CH3:29] |f:1.2|. Reported procedure: A solution of Example 151 (42 mg, 0.1 mmol) and 2N LiOH (3 mL) in MeOH (3 mL) was stirred at RT over night. The reaction mixture was neutralized to pH=4, and extracted with ethyl acetate (3×20 mL). The combined organic extracts were washed with brine, dried (Na2SO4), and filtered. The filtrate was concentrated to afford 3-(3-{3-t-butyl-5-[(pyridine-2-carbonyl)-amino]-pyrazol-1-yl}-phenyl)-propionic acid (30 mg, 76%). 8.45 (d, 4.0 Hz, 1H), 8.24 (d, 8.0 Hz, 1H), 7.92 (s, 1H), 7.88 (t, 7.6 Hz, 1H),... Reagents/catalysts: C=1C=CC(=CC1)/C=C/C(=O)/C=C/C2=CC=CC=C2.C=1C=CC(=CC1)/C=C/C(=O)/C=C/C2=CC=CC=C2.C=1C=CC(=CC1)/C=C/C(=O)/C=C/C2=CC=CC=C2.[Pd].[Pd] (Pd2 dba3). Run in O (Water), O1CCOCC1 (dioxane). Yields the product C1(=NCCC2=CC=CC=C12)C1=C(C(=CC=C1)C)C=1C=C2C=C(C(=NC2=CC1)N)N1CCOCC1 (6-(2-(3,4-dihydroisoquinolin-1-yl)-6-methylphenyl)-3-morpholinoquinolin-2-amine). Reaction SMILES: [O:1]1[CH2:6][CH2:5][N:4]([C:7]2[C:8]([NH2:26])=[N:9][C:10]3[C:15]([CH:16]=2)=[CH:14][C:13](B2OC(C)(C)C(C)(C)O2)=[CH:12][CH:11]=3)[CH2:3][CH2:2]1.Br[C:28]1[C:33]([CH3:34])=[CH:32][CH:31]=[CH:30][C:29]=1[C:35]1[C:44]2[C:39](=[CH:40][CH:41]=[CH:42][CH:43]=2)[CH2:38][CH2:37][N:36]=1.P([O-])([O-])([O-])=O.[K+].[K+].[K+].C1(P(C2CCCCC2)C2C=CC=CC=2C2C(C(C)C)=CC(C(C)C)=CC=2C(C)C)CCCCC1>C1C=CC(/C=C/C(/C=C/C2C=CC=CC=2)=O)=CC=1.C1C=CC(/C=C/C(/C=C/C2C=CC=CC=2)=O)=CC=1.C1C=CC(/C=C/C(/C=C/C2C=CC=CC=2)=O)=CC=1.[Pd].[Pd].O.O1CCOCC1>[C:35]1([C:29]2[CH:30]=[CH:31][CH:32]=[C:33]([CH3:34])[C:28]=2[C:13]2[CH:14]=[C:15]3[C:10](=[CH:11][CH:12]=2)[N:9]=[C:8]([NH2:26])[C:7]([N:4]2[CH2:3][CH2:2][O:1][CH2:6][CH2:5]2)=[CH:16]3)[C:44]2[C:39](=[CH:40][CH:41]=[CH:42][CH:43]=2)[CH2:38][CH2:37][N:36]=1 |f:2.3.4.5,7.8.9.10.11|. Starting materials: O1CCN(CC1)C=1C(=NC2=CC=C(C=C2C1)B1OC(C(O1)(C)C)(C)C)N (3-morpholino-6-(4,4,5,5-tetramethyl-1,3,2-dioxaborolan-2-yl)quinolin-2-amine), BrC1=C(C=CC=C1C)C1=NCCC2=CC=CC=C12 (1-(2-bromo-3-methylphenyl)-3,4-dihydroisoquinoline), P(=O)([O-])([O-])[O-].[K+].[K+].[K+] (potassium phosphate), C1(CCCCC1)P(C1=C(C=CC=C1)C1=C(C=C(C=C1C(C)C)C(C)C)C(C)C)C1CCCCC1 (2-dicyclohexylphosphino-2′,4′,6′-triisopropylbiphenyl). Reaction conditions: temperature 140 celsius. Procedure: A mixture of 3-morpholino-6-(4,4,5,5-tetramethyl-1,3,2-dioxaborolan-2-yl)quinolin-2-amine (0.18 g, 0.50 mmol), 1-(2-bromo-3-methylphenyl)-3,4-dihydroisoquinoline (0.10 g, 0.33 mmol), potassium phosphate (0.354 g, 1.67 mmol), 2-dicyclohexylphosphino-2′,4′,6′-triisopropylbiphenyl (0.032 g, 0.067 mmol) and Pd2 dba3 (0.015 g, 0.017 mmol) were treated with dioxane (2.22 mL) and Water (1.11 mL) in a medium-sized Smith synthesizer vial. The mixture was heated to 140° C. for 12 min in a microwave reacto... Reaction conditions: temperature 20 celsius, time 3 hour. The product is C1(CC1)NC(=O)C1=NOC=C1N (4-Amino-isoxazole-3-carboxylic acid cyclopropylamide). Procedure details: A mixture of (3-Cyclopropylcarbamoylcyclopropylcarbamoyl-isoxazol-4-yl)-carbamic acid tert-butyl ester (142 mg, 531 μmol), trifluoroacetic acid (614 μl, 7.97 mmol) in dichloromethane (3 ml) was stirred for 3 h at 20° C. The volatiles were evaporated in vacuo and the resulting crude product was poured into 50 ml dichloromethane and extracted with sodium bicarbonate (saturated aqueous solution). The aqueous phase was washed with dichloromethane and the organic layers were dried and evaporated to y... As a reaction SMILES: C(OC(=O)[NH:7][C:8]1[C:9]([C:19](=[O:24])[NH:20][CH:21]2[CH2:23][CH2:22]2)=[N:10][O:11][C:12]=1C(=O)NC1CC1)(C)(C)C.FC(F)(F)C(O)=O>ClCCl>[CH:21]1([NH:20][C:19]([C:9]2[C:8]([NH2:7])=[CH:12][O:11][N:10]=2)=[O:24])[CH2:22][CH2:23]1. Solvent: ClCCl (dichloromethane). Reactants: C(C)(C)(C)OC(NC=1C(=NOC1C(NC1CC1)=O)C(NC1CC1)=O)=O ((3-Cyclopropylcarbamoylcyclopropylcarbamoyl-isoxazol-4-yl)-carbamic acid tert-butyl ester), FC(C(=O)O)(F)F (trifluoroacetic acid). Yield: 95.8%.